Dataset: the Open Reaction Database (ORD), a public repository of structured organic reaction records. Task: describe an organic reaction: reactants, conditions, products, and yield Reactants: NC1=CC(=C(OC2=C(C=NC=C2)/C=C/C(=O)N2CCC(CC2)NC(OC(C)(C)C)=O)C=C1)F ((E)-tert-butyl 1-(3-(4-(4-amino-2-fluorophenoxy)pyridin-3-yl)acryloyl)piperidin-4-ylcarbamate), solution, FC1=CC=C(C=C1)CC(=O)N=C=O (2-(4-fluorophenyl)acetyl isocyanate), COC1=CC=C(CNC2=CC(=NC=N2)OC2=C(C=C(C=C2)NC(=O)NC(CC2=CC=C(C=C2)F)=O)F)C=C1 (1-(4-(6-(4-Methoxybenzylamino)pyrimidin-4-yloxy)-3-fluorophenyl)-3-(2-(4-fluorophenyl)acetyl)urea), COC1=CC=C(CNC2=CC(=NC=N2)OC2=C(C=C(C=C2)NC(=O)NC(CC2=CC=C(C=C2)F)=O)F)C=C1 (1-(4-(6-(4-Methoxybenzylamino)pyrimidin-4-yloxy)-3-fluorophenyl)-3-(2-(4-fluorophenyl)acetyl)urea), crude product. Product: FC1=C(OC2=C(C=NC=C2)/C=C/C(=O)N2CCC(CC2)NC(OC(C)(C)C)=O)C=CC(=C1)NC(=O)NC(CC1=CC=C(C=C1)F)=O ((E)-tert-Butyl 1-(3-(4-(2-fluoro-4-(3-(2-(4-fluorophenyl)acetyl)ureido)phenoxy)pyridin-3-yl)acryloyl)piperidin-4-ylcarbamate), product. Isolated yield 33.0%. Reaction SMILES: [NH2:1][C:2]1[CH:32]=[CH:31][C:5]([O:6][C:7]2[CH:12]=[CH:11][N:10]=[CH:9][C:8]=2/[CH:13]=[CH:14]/[C:15]([N:17]2[CH2:22][CH2:21][CH:20]([NH:23][C:24](=[O:30])[O:25][C:26]([CH3:29])([CH3:28])[CH3:27])[CH2:19][CH2:18]2)=[O:16])=[C:4]([F:33])[CH:3]=1.[F:34][C:35]1[CH:40]=[CH:39][C:38]([CH2:41][C:42]([N:44]=[C:45]=[O:46])=[O:43])=[CH:37][CH:36]=1.COC1C=CC(CNC2N=CN=C(OC3C=CC(NC(NC(=O)CC4C=CC(F)=CC=4)=O)=CC=3F)C=2)=CC=1>>[F:33][C:4]1[CH:3]=[C:2]([NH:1][C:45]([NH:44][C:42](=[O:43])[CH2:41][C:38]2[CH:39]=[CH:40][C:35]([F:34])=[CH:36][CH:37]=2)=[O:46])[CH:32]=[CH:31][C:5]=1[O:6][C:7]1[CH:12]=[CH:11][N:10]=[CH:9][C:8]=1/[CH:13]=[CH:14]/[C:15]([N:17]1[CH2:18][CH2:19][CH:20]([NH:23][C:24](=[O:30])[O:25][C:26]([CH3:27])([CH3:28])[CH3:29])[CH2:21][CH2:22]1)=[O:16]. Reported procedure: The title compound was prepared from (E)-tert-butyl 1-(3-(4-(4-amino-2-fluorophenoxy)pyridin-3-yl)acryloyl)piperidin-4-ylcarbamate (42 mg, 0.092 mmol) and 0.3 M solution of 2-(4-fluorophenyl)acetyl isocyanate in toluene (Compound D of Example 11, 0.50 mL, 0.15 mmol) in a manner similar to that of Step D of Example 33. The crude product was adsorbed onto silica gel and purified by flash chromatography eluting with 0-5% MeOH/EtOAc to give the product (20 mg, 33%) as a white solid. 1H NMR (DMSO-d6)... Starting materials: Cl.CN(C(=O)C1=C(N2C(S1)=NCC2)C)CC2=C(C=C(C=C2)Cl)Cl (2-[N-methyl-N-(2,4-dichlorobenzyl)carbamoyl]-3-methyl-5,6-dihydroimidazo[2,1-b]thiazole hydrochloride), N (ammonia). Run in O (water). Yields the product ClC1=C(CN(C(=O)C2=C(N3C(S2)=NCC3)C)C)C=CC(=C1)Cl (N-(2,4-dichlorobenzyl)-N,3-dimethyl-5,6-dihydroimidazo[2,1-b]thiazole-2-carboxamide). The yield is 84.2%. Reaction SMILES: Cl.[CH3:2][N:3]([CH2:15][C:16]1[CH:21]=[CH:20][C:19]([Cl:22])=[CH:18][C:17]=1[Cl:23])[C:4]([C:6]1[S:10][C:9]2=[N:11][CH2:12][CH2:13][N:8]2[C:7]=1[CH3:14])=[O:5].N>O>[Cl:23][C:17]1[CH:18]=[C:19]([Cl:22])[CH:20]=[CH:21][C:16]=1[CH2:15][N:3]([CH3:2])[C:4]([C:6]1[S:10][C:9]2=[N:11][CH2:12][CH2:13][N:8]2[C:7]=1[CH3:14])=[O:5] |f:0.1|. Procedure: Dissolved in water was 3.6 g (0.01 mole) of the thus-obtained 2-[N-methyl-N-(2,4-dichlorobenzyl)carbamoyl]-3-methyl-5,6-dihydroimidazo[2,1-b]thiazole hydrochloride. While stirring the solution at room temperature, aqueous ammonia was added dropwise. The resultant precipitate was collected by filtration and then washed and purified with a great deal of water, thereby obtaining 3.0 g of N-(2,4-dichlorobenzyl)-N,3-dimethyl-5,6-dihydroimidazo[2,1-b]thiazole-2-carboxamide (melting point: 55°-60° C.; ... The reactants are BrC1=CC(=C(C(=O)OC)C=C1)OC (methyl 4-bromo-2-methoxybenzoate), CC(C#C)(C)C (3,3-dimethyl-1-butyne). The reagents and catalysts are [Cu]I (copper(I) iodide), Cl[Pd]([P](C1=CC=CC=C1)(C2=CC=CC=C2)C3=CC=CC=C3)([P](C4=CC=CC=C4)(C5=CC=CC=C5)C6=CC=CC=C6)Cl (bis(triphenylphosphine)palladium(II) chloride). The solvent is CCN(CC)CC (Et3N). Run at temperature 100 celsius. The product is COC1=C(C(=O)OC)C=CC(=C1)C#CC(C)(C)C (Methyl 2-methoxy-4-(3,3-dimethylbut-1-ynyl)benzoate). The yield is 91.1%. RXN SMILES: Br[C:2]1[CH:11]=[CH:10][C:5]([C:6]([O:8][CH3:9])=[O:7])=[C:4]([O:12][CH3:13])[CH:3]=1.[CH3:14][C:15]([CH3:19])([CH3:18])[C:16]#[CH:17]>CCN(CC)CC.[Cu]I.Cl[Pd](Cl)([P](C1C=CC=CC=1)(C1C=CC=CC=1)C1C=CC=CC=1)[P](C1C=CC=CC=1)(C1C=CC=CC=1)C1C=CC=CC=1>[CH3:13][O:12][C:4]1[CH:3]=[C:2]([C:17]#[C:16][C:15]([CH3:19])([CH3:18])[CH3:14])[CH:11]=[CH:10][C:5]=1[C:6]([O:8][CH3:9])=[O:7] |^1:31,50|. Procedure details: A mixture of methyl 4-bromo-2-methoxybenzoate (1.2 g, 0.0049 mol), copper(I) iodide (0.093 g, 0.00049 mol), 3,3-dimethyl-1-butyne (0.70 mL, 0.0059 mol) and bis(triphenylphosphine)palladium(II) chloride (0.34 g, 0.00049 mol) in Et3N (10 mL) was heated at 100° C. in a 50 mL sealed reaction vessel for 16 hours. After cooling, the mixture was filtered through Celite® and the filter cake was washed repeatedly with ethyl acetate. The filtrate was concentrated under vacuum and the residue was purified ... Reactants: [BH4-], N#CCNC(=O)C1CCCC1C(=O)O, CN1CCOCC1, CO, CC(C)COC(=O)Cl, [Na+]. The product is N#CCNC(=O)C1CCCC1CO. As a reaction SMILES: [BH4-:30].[C:1](#[N:2])[CH2:3][NH:4][C:5](=[O:6])[CH:7]1[CH:8]([C:12](=[O:13])[OH:14])[CH2:9][CH2:10][CH2:11]1.[CH3:15][N:16]1[CH2:17][CH2:18][O:19][CH2:20][CH2:21]1.[CH3:32][OH:33].[Cl:22][C:23]([O:24][CH2:25][CH:26]([CH3:27])[CH3:28])=[O:29].[Na+:31]>>[C:1](#[N:2])[CH2:3][NH:4][C:5](=[O:6])[CH:7]1[CH:8]([CH2:12][OH:13])[CH2:9][CH2:10][CH2:11]1. Starting materials: [Al+3], CCCCCC, CCOC(=O)c1cn(Cc2ccc(OCc3nc(-c4ccccc4)oc3C)cc2)cc1-c1ccccn1, [H-], [H-], [H-], [H-], [Li+], [Na+], [Na+], C1CCOC1, O, O, O, O, O, O, O, O, O, O, O=S(=O)([O-])[O-]. The product is Cc1oc(-c2ccccc2)nc1COc1ccc(Cn2cc(CO)c(-c3ccccn3)c2)cc1. As a reaction SMILES: [Al+3:2].[CH3:61][CH2:62][CH2:63][CH2:64][CH2:65][CH3:66].[CH3:7][c:8]1[c:9]([CH2:19][O:20][c:21]2[cH:22][cH:23][c:24]([CH2:25][n:26]3[cH:27][c:28]([C:37](=[O:38])[O:39][CH2:40][CH3:41])[c:29](-[c:31]4[n:32][cH:33][cH:34][cH:35][cH:36]4)[cH:30]3)[cH:42][cH:43]2)[n:10][c:11](-[c:13]2[cH:14][cH:15][cH:16][cH:17][cH:18]2)[o:12]1.[H-:1].[H-:4].[H-:5].[H-:6].[Li+:3].[Na+:59].[Na+:60].[O:67]1[CH2:68][CH2:69][CH2:70][CH2:71]1.[OH2:44].[OH2:45].[OH2:46].[OH2:47].[OH2:48].[OH2:49].[OH2:50].[OH2:51].[OH2:52].[OH2:53].[S:54]([O-:55])([O-:56])(=[O:57])=[O:58]>>[CH3:7][c:8]1[c:9]([CH2:19][O:20][c:21]2[cH:22][cH:23][c:24]([CH2:25][n:26]3[cH:27][c:28]([CH2:37][OH:38])[c:29](-[c:31]4[n:32][cH:33][cH:34][cH:35][cH:36]4)[cH:30]3)[cH:42][cH:43]2)[n:10][c:11](-[c:13]2[cH:14][cH:15][cH:16][cH:17][cH:18]2)[o:12]1. Reactants: BrCCCBr, O=C([O-])[O-], CCC(C)=O, CC(C)=O, Oc1ccc(Cl)cc1, [K+], [K+]. The product is Clc1ccc(OCCCBr)cc1. RXN SMILES: [Br:19][CH2:20][CH2:21][CH2:22][Br:23].[C:1](=[O:2])([O-:3])[O-:4].[CH2:24]([C:25]([CH3:26])=[O:27])[CH3:28].[CH3:7][C:8]([CH3:9])=[O:10].[Cl:11][c:12]1[cH:13][cH:14][c:15]([OH:18])[cH:16][cH:17]1.[K+:5].[K+:6]>>[Cl:11][c:12]1[cH:13][cH:14][c:15]([O:18][CH2:22][CH2:21][CH2:20][Br:19])[cH:16][cH:17]1. Reactants: CN(CC(=O)O)NC(=O)NCc1ccccc1, CCOC(OCC)C(C)N(Cc1cccc2cccnc12)C(=O)C(N)CCCCNC(=O)OC(C)(C)C. Product: CCOC(OCC)C(C)N(Cc1cccc2cccnc12)C(=O)C(CCCCNC(=O)OC(C)(C)C)NC(=O)CN(C)NC(=O)NCc1ccccc1. Reaction SMILES: [CH2:1]([c:2]1[cH:3][cH:4][cH:5][cH:6][cH:7]1)[NH:8][C:9](=[O:10])[NH:11][N:12]([CH3:13])[CH2:14][C:15](=[O:16])[OH:17].[NH2:18][CH:19]([CH2:20][CH2:21][CH2:22][CH2:23][NH:24][C:25]([O:26][C:27]([CH3:28])([CH3:29])[CH3:30])=[O:31])[C:32](=[O:33])[N:34]([CH2:35][c:36]1[cH:37][cH:38][cH:39][c:40]2[cH:41][cH:42][cH:43][n:44][c:45]12)[CH:46]([CH:47]([O:48][CH2:49][CH3:50])[O:51][CH2:52][CH3:53])[CH3:54]>>[CH2:1]([c:2]1[cH:3][cH:4][cH:5][cH:6][cH:7]1)[NH:8][C:9](=[O:10])[NH:11][N:12]([CH3:13])[CH2:14][C:15](=[O:17])[NH:18][CH:19]([CH2:20][CH2:21][CH2:22][CH2:23][NH:24][C:25]([O:26][C:27]([CH3:28])([CH3:29])[CH3:30])=[O:31])[C:32](=[O:33])[N:34]([CH2:35][c:36]1[cH:37][cH:38][cH:39][c:40]2[cH:41][cH:42][cH:43][n:44][c:45]12)[CH:46]([CH:47]([O:48][CH2:49][CH3:50])[O:51][CH2:52][CH3:53])[CH3:54].